Dataset: the Open Reaction Database (ORD), a public repository of structured organic reaction records. Task: describe an organic reaction: reactants, conditions, products, and yield The reactants are IC1=NNC2=NC=CC=C21 (3-iodo-1H-pyrazolo[3,4-b]pyridine), CC(C)([O-])C.[K+] (potassium tert-butoxide), IC (Iodomethane). The solvent is O (water), C1CCOC1 (THF). Reaction conditions: temperature 0 celsius, time 1 hour. The product is IC1=NN(C2=NC=CC=C21)C (3-iodo-1-methyl-1H-pyrazolo[3,4-b]pyridine). The yield is 30.8%. Reaction SMILES: [I:1][C:2]1[C:10]2[C:5](=[N:6][CH:7]=[CH:8][CH:9]=2)[NH:4][N:3]=1.[CH3:11]C(C)([O-])C.[K+].IC>C1COCC1.O>[I:1][C:2]1[C:10]2[C:5](=[N:6][CH:7]=[CH:8][CH:9]=2)[N:4]([CH3:11])[N:3]=1 |f:1.2|. Procedure details: To a stirred solution of 3-iodo-1H-pyrazolo[3,4-b]pyridine (3.5 g, 14.3 mmol) in THF (70 mL) at 0° C. was added potassium tert-butoxide (1.92 g, 17.1 mmol) and the reaction mixture stirred at 0° C. for 1 h. Iodomethane (2.43 g, 1.07 mL, 17.1 mmol) was added drop-wise, then the mixture was warmed to rt. After 6 h the mixture was diluted with water, extracted with dichloromethane, then the combined organic phases were dried (MgSO4), filtered and concentrated in vacuo. Purification by chromatograph... Reactants: O=C([O-])[O-], CC(C)=O, COc1ccnc(CCl)c1C, [K+], [K+], CC1(C)C(=O)C(C)(C)c2cc3[nH]c(S)nc3cc21. Product: COc1ccnc(CSc2nc3cc4c(cc3[nH]2)C(C)(C)C(=O)C4(C)C)c1C. RXN SMILES: [C:30](=[O:31])([O-:32])[O-:33].[CH3:36][C:37](=[O:38])[CH3:39].[Cl:1][CH2:2][c:3]1[n:4][cH:5][cH:6][c:7]([O:10][CH3:11])[c:8]1[CH3:9].[K+:34].[K+:35].[SH:12][c:13]1[n:14][c:15]2[c:16]([nH:17]1)[cH:18][c:19]1[c:23]([cH:24]2)[C:22]([CH3:25])([CH3:26])[C:21](=[O:27])[C:20]1([CH3:28])[CH3:29]>>[CH2:2]([c:3]1[n:4][cH:5][cH:6][c:7]([O:10][CH3:11])[c:8]1[CH3:9])[S:12][c:13]1[nH:14][c:15]2[c:16]([n:17]1)[cH:18][c:19]1[c:23]([cH:24]2)[C:22]([CH3:25])([CH3:26])[C:21](=[O:27])[C:20]1([CH3:28])[CH3:29].